From a dataset of the Open Reaction Database (ORD), a public repository of structured organic reaction records. describe an organic reaction: reactants, conditions, products, and yield The reactants are FC1=C(C=CC=C1)CC(C(C(=O)OCC)C)=O (ethyl 4-(2-fluorophenyl)-2-methyl-3-oxobutyrate), C1OC2=C(O1)C(=C(C=C2)P(C3=CC=CC=C3)C4=CC=CC=C4)C5=C(C=CC6=C5OCO6)P(C7=CC=CC=C7)C8=CC=CC=C8 ((R)—SEGPHOS). Yields the product FC1=C(C=CC=C1)CC(C(C(=O)OCC)C)O (ethyl 4-(2-fluorophenyl)-3-hydroxy-2-methylbutyrate). As a reaction SMILES: [F:1][C:2]1[CH:7]=[CH:6][CH:5]=[CH:4][C:3]=1[CH2:8][C:9](=[O:17])[CH:10]([CH3:16])[C:11]([O:13][CH2:14][CH3:15])=[O:12].C1OC2C(C3C4OCOC=4C=CC=3P(C3C=CC=CC=3)C3C=CC=CC=3)=C(P(C3C=CC=CC=3)C3C=CC=CC=3)C=CC=2O1>>[F:1][C:2]1[CH:7]=[CH:6][CH:5]=[CH:4][C:3]=1[CH2:8][CH:9]([OH:17])[CH:10]([CH3:16])[C:11]([O:13][CH2:14][CH3:15])=[O:12]. Procedure: The thus obtained compound (5) is asymmetrically hydrogenated using ((R)—SEGPHOS™)-Ru complex to obtain optically active ethyl 4-(2-fluorophenyl)-3-hydroxy-2-methylbutyrate (6) as a mixture of diastereomers.